This data is from the Open Reaction Database (ORD), a public repository of structured organic reaction records. The task is: describe an organic reaction: reactants, conditions, products, and yield The reactants are FC=1C(NC(N([C@H]2[C@H](O)[C@H](O)[C@@H](CO)O2)C1)=O)=O (5-Fluorouridine). The solvent is C(=O)(C(F)(F)F)O (CF3COOH). Yields the product FC=1C(NC(N([C@H]2[C@H](O)[C@H](O)[C@@H](C)O2)C1)=O)=O (5'-deoxy-5-fluorouridine). Isolated yield 92.1%. As a reaction SMILES: [F:1][C:2]1[C:3](=[O:18])[NH:4][C:5](=[O:17])[N:6]([CH:16]=1)[C@@H:7]1[O:15][C@H:12]([CH2:13]O)[C@@H:10]([OH:11])[C@H:8]1[OH:9]>C(O)(C(F)(F)F)=O>[F:1][C:2]1[C:3](=[O:18])[NH:4][C:5](=[O:17])[N:6]([CH:16]=1)[C@@H:7]1[O:15][C@H:12]([CH3:13])[C@@H:10]([OH:11])[C@H:8]1[OH:9]. Procedure details: The 5-Fluorouridine derivative obtained in Example 4 (1.77 g, 6.18 mmol) was dissolved in a 90% by weight aqueous solution of CF3COOH (10 ml) and reacted at a room temperature for 1 hour with stirring. After the reaction, the reaction mixture was evaporated under a reduced pressure. The residue was recrystallized from methanol to obtain white crystalline 5'-deoxy-5-fluorouridine (1.40 g, 5.69 mmol. Yield, 92.1%) of the formula: ##STR14## Starting materials: C1(CCCCC1)NC=1C2=C(N=CC1[N+](=O)[O-])NC=C2 (N-cyclohexyl-5-nitro-1H-pyrrolo[2,3-b]pyridin-4-amine), O.O.[Sn](Cl)Cl (tin (II) chloride dihydrate). Solvent: CCO (EtOH). Reaction conditions: temperature 55 celsius. Product: C1(CCCCC1)NC1=C2C(=NC=C1N)NC=C2 (N-cyclohexyl-1H-pyrrolo[2,3-b]pyridine-4,5-diamine). Yield: 81.5%. As a reaction SMILES: [CH:1]1([NH:7][C:8]2[C:9]3[CH:19]=[CH:18][NH:17][C:10]=3[N:11]=[CH:12][C:13]=2[N+:14]([O-])=O)[CH2:6][CH2:5][CH2:4][CH2:3][CH2:2]1.O.O.[Sn](Cl)Cl>CCO>[CH:1]1([NH:7][C:8]2[C:13]([NH2:14])=[CH:12][N:11]=[C:10]3[NH:17][CH:18]=[CH:19][C:9]=23)[CH2:2][CH2:3][CH2:4][CH2:5][CH2:6]1 |f:1.2.3|. Procedure details: To a solution of N-cyclohexyl-5-nitro-1H-pyrrolo[2,3-b]pyridin-4-amine (0.15 g, 0.57 mmol) in EtOH (10 mL) was added tin (II) chloride dihydrate (0.65 g, 2.9 mmol). The reaction mixture was heated at about 55° C. for about 1 h. The solvent was removed under reduced pressure and EtOAc (75 mL) and saturated aqueous NaHCO3 (25 mL) were added. The solid that formed was collected by vacuum filtration, washed with EtOAc (25 mL), and discarded. The filtrate was washed with saturated aqueous NaHCO3 (3×2... Reactants: BrCCCCl (1-bromo-3-chloropropane), C[O-].[Na+] (sodium methylate), S1C(=CC=C1)CS (thiophen-2-yl-methanethiol). The solvent is C(C)(=O)OCC (ethyl acetate), CO (methanol), C(C)#N (acetonitrile). Reaction conditions: time 5 minute. Yields the product crude product, ClCCCSCC=1SC=CC1 (2-(3-chloropropylthiomethyl)-thiophene). Reaction SMILES: C[O-].[Na+].[S:4]1[CH:8]=[CH:7][CH:6]=[C:5]1[CH2:9][SH:10].Br[CH2:12][CH2:13][CH2:14][Cl:15]>CO.C(#N)C.C(OCC)(=O)C>[Cl:15][CH2:14][CH2:13][CH2:12][S:10][CH2:9][C:5]1[S:4][CH:8]=[CH:7][CH:6]=1 |f:0.1|. Procedure details: 1.5 ml of a 30% sodium methylate solution in methanol is added in drops to 1.0 g of thiophen-2-yl-methanethiol in 8 ml of anhydrous acetonitrile at 0° C. After 5 minutes, the drop-by-drop addition of 1.1 ml of 1-bromo-3-chloropropane is carried out. Then, the reaction solution is allowed to stir for 5 hours at room temperature. For working-up, the batch is diluted with ethyl acetate, washed with water and common salt solution, dried on magnesium sulfate and concentrated by evaporation in a vacuu... Starting materials: O=C1CCC(=O)N1Br, Cc1cc(C)c2c(c1C)OC(C)(C)C2, CC#N, O. The product is Cc1c(C)c2c(c(C)c1Br)CC(C)(C)O2. As a reaction SMILES: [Br:1][N:2]1[C:3](=[O:4])[CH2:5][CH2:6][C:7]1=[O:8].[CH3:12][C:13]1([CH3:25])[O:14][c:15]2[c:16]([c:18]([CH3:24])[cH:19][c:20]([CH3:23])[c:21]2[CH3:22])[CH2:17]1.[CH3:9][C:10]#[N:11].[OH2:26]>>[Br:1][c:19]1[c:18]([CH3:24])[c:16]2[c:15]([c:21]([CH3:22])[c:20]1[CH3:23])[O:14][C:13]([CH3:12])([CH3:25])[CH2:17]2. Reactants: C(#N)C=1C=C(CBr)C=C(C1)C (3-cyano-5-methylbenzyl bromide), C1(C=2C(C(N1)=O)=CC=CC2)=O.[K] (potassium phthalimide). The solvent is CN(C=O)C (N,N-dimethylformamide), C(Cl)(Cl)Cl (chloroform), O (water). Run at time 4 hour. Yields the product C1(C=2C(C(N1)=O)=CC=CC2)=O (phthalimide). Isolated yield 107.9%. Reaction SMILES: C(C1C=C(C=C(C)C=1)CBr)#N.[C:12]1(=[O:22])[NH:16][C:15](=[O:17])[C:14]2=[CH:18][CH:19]=[CH:20][CH:21]=[C:13]12.[K]>CN(C)C=O.C(Cl)(Cl)Cl.O>[C:12]1(=[O:22])[NH:16][C:15](=[O:17])[C:14]2=[CH:18][CH:19]=[CH:20][CH:21]=[C:13]12 |f:1.2,^1:22|. Procedure: A mixture of 3-cyano-5-methylbenzyl bromide from Example 7, Step 1 (15.79 g, 75.16 mmol) and potassium phthalimide (15.31 g, 82.68 mmol) in N,N-dimethylformamide (150 mL) was vigorously stirred for 4 hours. The reaction mixture was freed of solvent and the residue was dissolved in chloroform (200 mL)/water (400 mL). The chloroform fraction was separated and the aqueous phase was extracted with chloroform (2×75 mL). The combined chloroform fractions were washed with water, with brine and dried (a... Starting materials: Cl.N12CC(C(CC1)CC2)=O (3-Quinuclidinone hydrochloride), IC1=CC=C(N)C=C1 (4-iodo-aniline), [O-]S(=O)(=O)[O-].[Na+].[Na+] (Na2SO4), [BH-](OC(=O)C)(OC(=O)C)OC(=O)C.[Na+] (NaBH(OAc)3), C(=O)(O)[O-].[Na+] (NaHCO3). Solvent: CC(=O)O (HOAc). Reaction conditions: time 20 minute. Product: IC1=CC=C(C=C1)NC1CN2CCC1CC2 (N-(4-iodophenyl)quinuclidin-3-amine). RXN SMILES: Cl.[N:2]12[CH2:9][CH2:8][CH:5]([CH2:6][CH2:7]1)[C:4](=O)[CH2:3]2.[I:11][C:12]1[CH:18]=[CH:17][C:15]([NH2:16])=[CH:14][CH:13]=1.[O-]S([O-])(=O)=O.[Na+].[Na+].[BH-](OC(C)=O)(OC(C)=O)OC(C)=O.[Na+].C([O-])(O)=O.[Na+]>CC(O)=O>[I:11][C:12]1[CH:18]=[CH:17][C:15]([NH:16][CH:4]2[CH:5]3[CH2:8][CH2:9][N:2]([CH2:7][CH2:6]3)[CH2:3]2)=[CH:14][CH:13]=1 |f:0.1,3.4.5,6.7,8.9|. Procedure: 3-Quinuclidinone hydrochloride (Aldrich, 3.22 g, 20 mmol) was treated with 4-iodo-aniline (Aldrich, 2.19 g, 10 mmol), Na2SO4 (anhydrous, Aldrich, 7.40 g, 50 mmol) and NaBH(OAc)3 (Aldrich, 3.16 g, 15 mmol) in HOAc (25 mL) at ambient temperature for 15 h. After the reaction was complete, the reaction mixture was slowly poured into a flask containing 75 mL of saturated NaHCO3 and stirred for 20 min. It was then extracted with EtOAc (3×100 mL). The extracts were combined and washed with brine (2×20 ... Starting materials: CC12CCCC3=CC(=CC(CCC1)=C32)NC3=CC=C(C(=O)OCC)C=C3 (ethyl 4-[(6a-methyl-5,6,6a,7,8,9-hexahydro-4H-2-phenalenyl)amino]benzoate), [Cl-].[NH4+] (ammonium chloride), [H-].[Na+] (sodium hydride), BrCC1CC1 (bromomethylcyclopropane). Solvent: CN(C=O)C (N,N-dimethylformamide), CN(C=O)C (N,N-dimethylformamide). Conditions: time 15 minute. Yields the product C1(CC1)CN(C1=CC=C(C(=O)OCC)C=C1)C1=CC=2CCCC3(CCCC(=C1)C23)C (Ethyl 4-[N-cyclopropylmethyl-(6a-methyl-5,6,6a,7,8,9-hexahydro-4H-2-phenalenyl)amino]benzoate). RXN SMILES: [H-].[Na+].[CH3:3][C:4]12[C:16]3[C:8](=[CH:9][C:10]([NH:17][C:18]4[CH:28]=[CH:27][C:21]([C:22]([O:24][CH2:25][CH3:26])=[O:23])=[CH:20][CH:19]=4)=[CH:11][C:12]=3[CH2:13][CH2:14][CH2:15]1)[CH2:7][CH2:6][CH2:5]2.Br[CH2:30][CH:31]1[CH2:33][CH2:32]1.[Cl-].[NH4+]>CN(C)C=O>[CH:31]1([CH2:30][N:17]([C:10]2[CH:9]=[C:8]3[C:16]4[C:4]([CH3:3])([CH2:5][CH2:6][CH2:7]3)[CH2:15][CH2:14][CH2:13][C:12]=4[CH:11]=2)[C:18]2[CH:19]=[CH:20][C:21]([C:22]([O:24][CH2:25][CH3:26])=[O:23])=[CH:27][CH:28]=2)[CH2:33][CH2:32]1 |f:0.1,4.5|. Procedure details: A suspension of sodium hydride (60%, 0.013 g) in N,N-dimethylformamide (2 ml) was added with ethyl 4-[(6a-methyl-5,6,6a,7,8,9-hexahydro-4H-2-phenalenyl)amino]benzoate (0.055 g) dissolved in N,N-dimethylformamide (2 ml), and the mixture was stirred at room temperature for 15 minutes. The reaction mixture was added with bromomethylcyclopropane (0.035 ml), the mixture was stirred overnight at room temperature, and then added with saturated aqueous ammonium chloride, and the mixture was extracted wi...